From a dataset of the Open Reaction Database (ORD), a public repository of structured organic reaction records. describe an organic reaction: reactants, conditions, products, and yield The reactants are O=S(=O)(Oc1ccc2cc(Br)ccc2c1)C(F)(F)F, C=Cc1ccc2cc(Br)ccc2c1, [Li]CCCC, CC1CCCN1. Yields the product CC1CCCN1CCc1ccc2cc(Br)ccc2c1. RXN SMILES: [Br:1][c:2]1[cH:3][c:4]2[c:5]([cH:6][cH:7]1)[cH:8][c:9]([O:10][S:11]([C:12]([F:13])([F:14])[F:15])(=[O:16])=[O:17])[cH:18][cH:19]2.[Br:20][c:21]1[cH:22][c:23]2[cH:24][cH:25][c:26]([CH:31]=[CH2:32])[cH:27][c:28]2[cH:29][cH:30]1.[CH2:39]([Li:40])[CH2:41][CH2:42][CH3:43].[CH3:33][CH:34]1[NH:35][CH2:36][CH2:37][CH2:38]1>>[Br:20][c:21]1[cH:22][c:23]2[cH:24][cH:25][c:26]([CH2:31][CH2:32][N:35]3[CH:34]([CH3:33])[CH2:38][CH2:37][CH2:36]3)[cH:27][c:28]2[cH:29][cH:30]1. Reactants: [H][H] (hydrogen), titanium (S)-1,1'-binaphth-2,2'-diolate, C(CCC)[Li] (n-butyllithium), C1(=CC=CC=C1)[SiH3] (Phenylsilane), COC1=CC=C(C=C1)\C(\C)=C\C (E-2-(4-methoxyphenyl)-2-butene). Solvent: C1CCOC1 (THF). Conditions: temperature 0 celsius, time 10 minute. Yields the product COC1=CC=C(C=C1)C(C)C (2-(4-methoxyphenyl)propane). Yield: 69.3%. RXN SMILES: C([Li])CCC.C1([SiH3])C=CC=CC=1.[CH3:13][O:14][C:15]1[CH:20]=[CH:19][C:18](/[C:21](=[CH:23]/C)/[CH3:22])=[CH:17][CH:16]=1.[H][H]>C1COCC1>[CH3:13][O:14][C:15]1[CH:20]=[CH:19][C:18]([CH:21]([CH3:23])[CH3:22])=[CH:17][CH:16]=1. Procedure details: In a dry sealable Schlenk flask under an argon atmosphere 0.0364 g (0.061 mmol) (S,S)-ethylene-1,2-bisη5 -4,5,6,7-tetrahydro-1-indenyl)titanium (S)-1,1'-binaphth-2,2'-diolate was dissolved in THF (10 mL). The vessel was degassed by exposure to vacuum (2×~10 sec), put under an atmosphere of hydrogen and subsequently cooled to 0° C. in an ice water bath. After equilibration, a solution of n-butyllithium (0.075 mL, 1.58 M in hexanes, 0.118 mmol, 1.94 equiv) was added and the mixture was allowed to ... Starting materials: [Cl-].[Na+] (sodium chloride), Solution A, C[Si](C)(C)CC(=O)N (trimethylsilylacetamide), C[Si](C)(C)CC(=O)N (trimethylsilylacetamide), NC1[C@@H]2N(C(=CCS2)C(=O)OCC2=CC=C(C=C2)[N+](=O)[O-])C1=O (4-nitrobenzyl 7-amino-3-cephem-4-carboxylate), resultant solution, C([O-])(O)=O.[Na+] (sodium bicarbonate), Solution A, P(=O)(Cl)(Cl)Cl (Phosphoryl chloride), NC=1SC=C(N1)C(C(=O)O)=NOCC (2-(2-amino-4-thiazolyl)-2-ethoxyiminoacetic acid). The solvent is O1CCCC1 (Tetrahydrofuran), CN(C=O)C (N,N-dimethylformamide), O1CCCC1 (tetrahydrofuran), O (Water), O1CCCC1 (tetrahydrofuran). Reaction conditions: time 20 minute. Product: NC=1SC=C(N1)C(C(=O)NC1[C@@H]2N(C(=CCS2)C(=O)OCC2=CC=C(C=C2)[N+](=O)[O-])C1=O)=NOCC (4-nitrobenzyl 7-[2-(2-amino-4-thiazolyl)-2-ethoxyiminoacetamido]-3-cephem-4-carboxylate). Isolated yield 104.9%. As a reaction SMILES: P(Cl)(Cl)(Cl)=O.[NH2:6][C:7]1[S:8][CH:9]=[C:10]([C:12](=[N:16][O:17][CH2:18][CH3:19])[C:13]([OH:15])=O)[N:11]=1.C[Si](CC(N)=O)(C)C.[NH2:28][CH:29]1[C:49](=[O:50])[N:31]2[C:32]([C:36]([O:38][CH2:39][C:40]3[CH:45]=[CH:44][C:43]([N+:46]([O-:48])=[O:47])=[CH:42][CH:41]=3)=[O:37])=[CH:33][CH2:34][S:35][C@H:30]12.C(=O)(O)[O-].[Na+].[Cl-].[Na+]>O1CCCC1.O.CN(C)C=O>[NH2:6][C:7]1[S:8][CH:9]=[C:10]([C:12](=[N:16][O:17][CH2:18][CH3:19])[C:13]([NH:28][CH:29]2[C:49](=[O:50])[N:31]3[C:32]([C:36]([O:38][CH2:39][C:40]4[CH:41]=[CH:42][C:43]([N+:46]([O-:48])=[O:47])=[CH:44][CH:45]=4)=[O:37])=[CH:33][CH2:34][S:35][C@H:30]23)=[O:15])[N:11]=1 |f:4.5,6.7|. Procedure: Phosphoryl chloride (1.764 g.) was added to a suspension of 2-(2-amino-4-thiazolyl)-2-ethoxyiminoacetic acid (syn isomer, 1.0 g.) in tetrahydrofuran (10 ml.) below 5° C. and stirred at the same temperature for 20 minutes. To the solution were added trimethylsilylacetamide (0.4 g.) and N,N-dimethylformamide (0.4 g.), and the solution was stirred below 5° C. for 40 minutes [Solution A]. On the other hand, trimethylsilylacetamide (3.5 g.) was added to a suspension of 4-nitrobenzyl 7-amino-3-cephem-... Starting materials: CC#N, Nc1nc(-c2cc(Cl)nc(Cl)c2)cs1, O=C=NS(=O)(=O)c1ccccc1C(F)(F)F. Product: O=C(Nc1nc(-c2cc(Cl)nc(Cl)c2)cs1)NS(=O)(=O)c1ccccc1C(F)(F)F. As a reaction SMILES: [CH3:31][C:32]#[N:33].[Cl:17][c:18]1[n:19][c:20]([Cl:30])[cH:21][c:22](-[c:24]2[n:25][c:26]([NH2:29])[s:27][cH:28]2)[cH:23]1.[F:1][C:2]([c:3]1[c:4]([S:9](=[O:10])(=[O:11])[N:12]=[C:13]=[O:14])[cH:5][cH:6][cH:7][cH:8]1)([F:15])[F:16]>>[F:1][C:2]([c:3]1[c:4]([S:9](=[O:10])(=[O:11])[NH:12][C:13](=[O:14])[NH:29][c:26]2[n:25][c:24](-[c:22]3[cH:21][c:20]([Cl:30])[n:19][c:18]([Cl:17])[cH:23]3)[cH:28][s:27]2)[cH:5][cH:6][cH:7][cH:8]1)([F:15])[F:16].